Dataset: the Open Reaction Database (ORD), a public repository of structured organic reaction records. Task: describe an organic reaction: reactants, conditions, products, and yield The product is FC=1C=C(C=NC1)C=1C(=NC=C(C1)C(=O)NC1=CC=C(C=C1)OC(F)(F)F)N1CC(C1)CO (5′-Fluoro-2-(3-(hydroxymethyl)azetidin-1-yl)-N-(4-(trifluoromethoxy)phenyl)-[3,3′-bipyridine]-5-carboxamide). Reactants: BrC=1C(=NC=C(C(=O)NC2=CC=C(C=C2)OC(F)(F)F)C1)N1CC(C1)CO (5-bromo-6-(3-(hydroxymethyl)azetidin-1-yl)-N-(4-(trifluoromethoxy)phenyl)nicotinamide), FC=1C=NC=C(C1)B1OC(C(O1)(C)C)(C)C (3-fluoro-5-(4,4,5,5-tetramethyl-1,3,2-dioxaborolan-2-yl)pyridine). Reported procedure: The title compound was prepared in an analogous fashion to that described in Example 128 using 5-bromo-6-(3-(hydroxymethyl)azetidin-1-yl)-N-(4-(trifluoromethoxy)phenyl)nicotinamide (Stage 135.1) and 3-fluoro-5-(4,4,5,5-tetramethyl-1,3,2-dioxaborolan-2-yl)pyridine. HPLC (Condition 4) tR=5.02 min, UPLC-MS (Condition 3) tR=1.01 min, m/z=463.2 [M+H]+; 1H-NMR (400 MHz, DMSO-d6) δ ppm 2.56-2.68 (m, 1H) 3.37-3.52 (m, 4H) 3.71 (t, J=8.60 Hz, 2H) 4.68 (t, J=1.00 Hz, 1H) 7.34 (d, J=8.60 Hz, 2H) 7.77-7.90 ... RXN SMILES: Br[C:2]1[C:3]([N:22]2[CH2:25][CH:24]([CH2:26][OH:27])[CH2:23]2)=[N:4][CH:5]=[C:6]([CH:21]=1)[C:7]([NH:9][C:10]1[CH:15]=[CH:14][C:13]([O:16][C:17]([F:20])([F:19])[F:18])=[CH:12][CH:11]=1)=[O:8].[F:28][C:29]1[CH:30]=[N:31][CH:32]=[C:33](B2OC(C)(C)C(C)(C)O2)[CH:34]=1>>[F:28][C:29]1[CH:34]=[C:33]([C:2]2[C:3]([N:22]3[CH2:23][CH:24]([CH2:26][OH:27])[CH2:25]3)=[N:4][CH:5]=[C:6]([C:7]([NH:9][C:10]3[CH:11]=[CH:12][C:13]([O:16][C:17]([F:19])([F:18])[F:20])=[CH:14][CH:15]=3)=[O:8])[CH:21]=2)[CH:32]=[N:31][CH:30]=1. Reactants: CC1=C(N=C(O1)C1=CC=CC=C1)CC[C@H](OC)C1=CC=C(C=O)C=C1 ((S)-4-[(5-Methyl-2-phenyl-4-oxazolyl)-1-methoxypropyl]benzaldehyde), N1CCCCC1 (piperidine), S1C(NC(C1)=O)=O (2,4thiazolidinedione). Run in C(C)O (ethanol). Yields the product CC1=C(N=C(O1)C1=CC=CC=C1)CC[C@H](OC)C1=CC=C(C=C1)C=C1C(NC(S1)=O)=O ((S)-5-[4-(3-(5-methyl-2-phenyl-4-oxazolyl)-1-methoxypropyl)phenylmethylene]thiazolidine-2,4-dione). The yield is 86.6%. RXN SMILES: [CH3:1][C:2]1[O:6][C:5]([C:7]2[CH:12]=[CH:11][CH:10]=[CH:9][CH:8]=2)=[N:4][C:3]=1[CH2:13][CH2:14][C@@H:15]([C:18]1[CH:25]=[CH:24][C:21]([CH:22]=O)=[CH:20][CH:19]=1)[O:16][CH3:17].N1CCCCC1.[S:32]1[CH2:36][C:35](=[O:37])[NH:34][C:33]1=[O:38]>C(O)C>[CH3:1][C:2]1[O:6][C:5]([C:7]2[CH:12]=[CH:11][CH:10]=[CH:9][CH:8]=2)=[N:4][C:3]=1[CH2:13][CH2:14][C@@H:15]([C:18]1[CH:25]=[CH:24][C:21]([CH:22]=[C:36]2[S:32][C:33](=[O:38])[NH:34][C:35]2=[O:37])=[CH:20][CH:19]=1)[O:16][CH3:17]. Reported procedure: The title compound of Example 16 (580 mg, 1.7 mmol), piperidine (30 mg, 0.34 mmol) and 2,4thiazolidinedione (405 mg, 3.4 mmol) were combined in ethanol (20 mL) and the resulting solution was refluxed overnight. The solvent was removed in vacuo and the residue was purified on silica gel, eluting with hexane/ethyl acetate (3/1) plus 5% acetic acid, to afford the title compound as a solid (640 mg, 87%). mp 205-206° C. 1HNMR (300 MHz, DMSO-d6): δ2.0 (m, 2H), 2.3 (s, 3H), 2.4 (t, 2H), 3.1 (s, 3H), 4.... Solvent: ClCCCl (DCE), C(Cl)Cl (DCM), ClCCCl (DCE). The product is C(#N)C=1C=CC=C2C(=CNC12)CCC(=O)OCC (Ethyl 3-(7-cyano-1H-indol-3-yl)propanoate). Procedure: A mixture of 1H-indole-7-carbonitrile (D2) (3.0 g), FeCl3 (3.4 g) and ethyl acrylate (7.5 mL) in DCE (3 mL) was added into 4 tubes respectively. In the fifth tube was added a mixture of 1H-indole-7-carbonitrile (2.0 g), FeCl3 (2.3 g) and ethyl acrylate (5 mL) in DCE (2 mL). The tubes were sealed and heated at 120° C. for 2 hours. After cooling to room temperature, the combined mixture was diluted with DCM and a little amount of THF. The solid was filtered off through celite. The mixture was wash... Reaction conditions: temperature 120 celsius. Reaction SMILES: [NH:1]1[C:9]2[C:4](=[CH:5][CH:6]=[CH:7][C:8]=2[C:10]#[N:11])[CH:3]=[CH:2]1.[C:12]([O:16][CH2:17][CH3:18])(=[O:15])[CH:13]=[CH2:14].C1COCC1>ClCCCl.C(Cl)Cl>[C:10]([C:8]1[CH:7]=[CH:6][CH:5]=[C:4]2[C:9]=1[NH:1][CH:2]=[C:3]2[CH2:14][CH2:13][C:12]([O:16][CH2:17][CH3:18])=[O:15])#[N:11]. The reactants are N1C=CC2=CC=CC(=C12)C#N (1H-indole-7-carbonitrile), FeCl3, C(C=C)(=O)OCC (ethyl acrylate), N1C=CC2=CC=CC(=C12)C#N (1H-indole-7-carbonitrile), FeCl3, C(C=C)(=O)OCC (ethyl acrylate), C1CCOC1 (THF). Reaction conditions: temperature -60 celsius, time 30 minute. The product is FC(C=1C=C(C=C(C1)C(F)(F)F)C1=NN(C=N1)\C=C/C(=O)NC1C2CN(CC12)C(=O)OC(C)(C)C)(F)F ((Z)-tert-butyl 6-(3-(3-(3,5-bis(trifluoromethyl)phenyl)-1H-1,2,4-triazol-1-yl)acrylamido)-3-azabicyclo[3.1.0]hexane-3-carboxylate). Reported procedure: (Z)-3-(3-(3,5-bis(trifluoromethyl)phenyl)-1H-1,2,4-triazol-1-yl)acrylic acid (0.250 g, 1.0 eq.) was dissolved in DCM (12 mL). tert-butyl 6-amino-3-azabicyclo[3.1.0]hexane-3-carboxylate (0.17 g, 1.2 eq.) was added and the reaction mixture was cooled to −60° C. T3P (0.51 mL, 1.2 eq.), followed by DIPEA (0.24 mL, 2.0 eq.) was then added at the same temperature. The reaction mixture was stirred for 30 min. and transferred into water (50 mL) and extracted with DCM (2×50 mL). The combined organic laye... The reactants are NC1C2CN(CC12)C(=O)OC(C)(C)C (tert-butyl 6-amino-3-azabicyclo[3.1.0]hexane-3-carboxylate), CCN(C(C)C)C(C)C (DIPEA), FC(C=1C=C(C=C(C1)C(F)(F)F)C1=NN(C=N1)\C=C/C(=O)O)(F)F ((Z)-3-(3-(3,5-bis(trifluoromethyl)phenyl)-1H-1,2,4-triazol-1-yl)acrylic acid), C(CC)P1(OP(OP(O1)(=O)CCC)(=O)CCC)=O (T3P). As a reaction SMILES: [F:1][C:2]([F:24])([F:23])[C:3]1[CH:4]=[C:5]([C:13]2[N:17]=[CH:16][N:15](/[CH:18]=[CH:19]\[C:20](O)=[O:21])[N:14]=2)[CH:6]=[C:7]([C:9]([F:12])([F:11])[F:10])[CH:8]=1.[NH2:25][CH:26]1[CH:31]2[CH:27]1[CH2:28][N:29]([C:32]([O:34][C:35]([CH3:38])([CH3:37])[CH3:36])=[O:33])[CH2:30]2.C(P1(=O)OP(CCC)(=O)OP(CCC)(=O)O1)CC.CCN(C(C)C)C(C)C>C(Cl)Cl.O>[F:24][C:2]([F:1])([F:23])[C:3]1[CH:4]=[C:5]([C:13]2[N:17]=[CH:16][N:15](/[CH:18]=[CH:19]\[C:20]([NH:25][CH:26]3[CH:31]4[CH:27]3[CH2:28][N:29]([C:32]([O:34][C:35]([CH3:38])([CH3:37])[CH3:36])=[O:33])[CH2:30]4)=[O:21])[N:14]=2)[CH:6]=[C:7]([C:9]([F:10])([F:11])[F:12])[CH:8]=1. Run in C(Cl)Cl (DCM), O (water). The yield is 74.0%. RXN SMILES: [C:1]([O:2][C:3](=[O:4])[NH:7][CH2:8][C:9]1([c:15]2[n:16][o:17][c:18](=[O:20])[nH:19]2)[CH:10]([CH:12]([CH3:13])[CH3:14])[CH2:11]1)([CH3:5])([CH3:6])[CH3:21].[CH2:23]1[O:24][CH2:25][CH2:26][O:27][CH2:28]1.[ClH:22]>>[ClH:22].[NH2:7][CH2:8][C:9]1([c:15]2[n:16][o:17][c:18](=[O:20])[nH:19]2)[CH:10]([CH:12]([CH3:13])[CH3:14])[CH2:11]1. Starting materials: CC(C)C1CC1(CNC(=O)OC(C)(C)C)c1noc(=O)[nH]1, C1COCCO1, Cl. Yields the product Cl, CC(C)C1CC1(CN)c1noc(=O)[nH]1.